From a dataset of the Open Reaction Database (ORD), a public repository of structured organic reaction records. describe an organic reaction: reactants, conditions, products, and yield Reactants: Br.CC1CNCCC1=O (3-methyl-4-piperidone hydrobromide salt), C(C1=CC=CC=C1)OC(=O)Cl (benzylchloroformate), C([O-])(O)=O.[Na+] (sodium bicarbonate), CCOCC (ether), resultant mixture. The solvent is O (water). Yields the product C(C1=CC=CC=C1)OC(=O)N1CC(C(CC1)=O)C (N-benzyloxycarbonyl-3-methyl-4-piperidone). Reaction SMILES: [CH2:1]([O:8][C:9](Cl)=[O:10])[C:2]1[CH:7]=[CH:6][CH:5]=[CH:4][CH:3]=1.C(=O)(O)[O-].[Na+].CCOCC.Br.[CH3:23][CH:24]1[C:29](=[O:30])[CH2:28][CH2:27][NH:26][CH2:25]1>O>[CH2:1]([O:8][C:9]([N:26]1[CH2:27][CH2:28][C:29](=[O:30])[CH:24]([CH3:23])[CH2:25]1)=[O:10])[C:2]1[CH:7]=[CH:6][CH:5]=[CH:4][CH:3]=1 |f:1.2,4.5|. Procedure: To a mechanically stirred mixture of benzylchloroformate (33.1 mL, 232 mmol, 105 mol %), sodium bicarbonate (37.2 g, 442 mmol, 200 mol %), ether (250 mL), and water (250 mL) is added;3-methyl-4-piperidone hydrobromide salt (42.9 g, 221 mmol) in portions over 10 min. The resultant mixture is stirred for 2 h and the organic phase separated. The aqueous phase is extracted with ether (2×150 ml) and the combined organics dried (MgSO4), filtered, and concentrated to an oily residue. This residue cryst... Reactants: BrCCCCCCCCCCC(=O)O (11bromoundecanoic acid), [OH-].[K+] (potassium hydroxide), CO (methanol). Yields the product COCCCCCCCCCCC(=O)O (11-(methoxy)undecanoic acid). The yield is 2.5%. Reaction SMILES: Br[CH2:2][CH2:3][CH2:4][CH2:5][CH2:6][CH2:7][CH2:8][CH2:9][CH2:10][CH2:11][C:12]([OH:14])=[O:13].[OH-:15].[K+].[CH3:17]O>>[CH3:17][O:15][CH2:2][CH2:3][CH2:4][CH2:5][CH2:6][CH2:7][CH2:8][CH2:9][CH2:10][CH2:11][C:12]([OH:14])=[O:13] |f:1.2|. Procedure details: 11bromoundecanoic acid (10.0 g, 37.7 mmol) was added to a solution of potassium hydroxide (24.3 g, 433 mmol) in methanol (280 mL) and refluxed for 5 hrs. After cooling and acidification with HCl, solvent was removed under reduced pressure. The sample was dissolved in ethyl acetate and extracted with water. The organic phase was dried over sodium sulfate, and the solvent removed under reduced pressure. The product was purified by silica column chromatography using increasing concentrations of eth... Reactants: O=Cc1ccccc1Br, O=C([O-])[O-], C1COCCO1, CC1(C)c2ccc(P(c3ccccc3)c3ccccc3)cc2Oc2c(P(c3ccccc3)c3ccccc3)cccc21, [Cs+], [Cs+], Nc1ncccn1, O=C(C=Cc1ccccc1)C=Cc1ccccc1, O=C(C=Cc1ccccc1)C=Cc1ccccc1, O=C(C=Cc1ccccc1)C=Cc1ccccc1, O, [Pd], [Pd]. Yields the product O=Cc1ccccc1Nc1ncccn1. RXN SMILES: [Br:1][c:2]1[c:3]([CH:4]=[O:5])[cH:6][cH:7][cH:8][cH:9]1.[C:59](=[O:60])([O-:61])[O-:62].[CH2:65]1[O:66][CH2:67][CH2:68][O:69][CH2:70]1.[CH3:17][C:18]1([CH3:19])[c:20]2[cH:21][cH:22][cH:23][c:24]([P:25]([c:26]3[cH:27][cH:28][cH:29][cH:30][cH:31]3)[c:32]3[cH:33][cH:34][cH:35][cH:36][cH:37]3)[c:38]2[O:39][c:40]2[c:41]1[cH:42][cH:43][c:44]([P:45]([c:46]1[cH:47][cH:48][cH:49][cH:50][cH:51]1)[c:52]1[cH:53][cH:54][cH:55][cH:56][cH:57]1)[cH:58]2.[Cs+:63].[Cs+:64].[NH2:10][c:11]1[n:12][cH:13][cH:14][cH:15][n:16]1.[O:109]=[C:110]([CH:111]=[CH:112][c:113]1[cH:114][cH:115][cH:116][cH:117][cH:118]1)[CH:119]=[CH:120][c:121]1[cH:122][cH:123][cH:124][cH:125][cH:126]1.[O:73]=[C:74]([CH:75]=[CH:76][c:77]1[cH:78][cH:79][cH:80][cH:81][cH:82]1)[CH:83]=[CH:84][c:85]1[cH:86][cH:87][cH:88][cH:89][cH:90]1.[O:91]=[C:92]([CH:93]=[CH:94][c:95]1[cH:96][cH:97][cH:98][cH:99][cH:100]1)[CH:101]=[CH:102][c:103]1[cH:104][cH:105][cH:106][cH:107][cH:108]1.[OH2:127].[Pd:71].[Pd:72]>>[c:2]1([NH:10][c:11]2[n:12][cH:13][cH:14][cH:15][n:16]2)[c:3]([CH:4]=[O:5])[cH:6][cH:7][cH:8][cH:9]1. The reactants are ClC=1C=C(C=O)C(=CC1)O (3-chloro-6-hydroxybenzaldehyde), C1(OCCO1)=O (ethylene carbonate). Reagents/catalysts: [Br-].C(C)[N+](CC)(CC)CC (tetraethylammonium bromide). The product is ClC=1C=C(C=O)C(=CC1)OCCO (3-Chloro-6-(2-hydroxyethoxy)benzaldehyde). As a reaction SMILES: [Cl:1][C:2]1[CH:3]=[C:4]([C:7]([OH:10])=[CH:8][CH:9]=1)[CH:5]=[O:6].C1(=O)O[CH2:14][CH2:13][O:12]1>[Br-].C([N+](CC)(CC)CC)C>[Cl:1][C:2]1[CH:3]=[C:4]([C:7]([O:10][CH2:14][CH2:13][OH:12])=[CH:8][CH:9]=1)[CH:5]=[O:6] |f:2.3|. Procedure details: Prepared from 25 g of 3-chloro-6-hydroxybenzaldehyde, 14 g of ethylene carbonate and 45 g of tetraethylammonium bromide as described in Example VIIa. The compound was purified by chromatography (silica, ethyl acetate:petroleum ether 60-80/2:1). Reactants: ClC1=C(C=C2C(=CNC2=C1)C(=O)OC)B1OCC(CO1)(C)C (methyl 6-chloro-5-(5,5-dimethyl-1,3,2-dioxaborinan-2-yl)-1H-indole-3-carboxylate), BrC1=CC=C(OC[C@H]2NCCC2)C=C1 ((S)-2-((4-bromophenoxy)methyl)pyrrolidine), C([O-])([O-])=O.[K+].[K+] (potassium carbonate), C(C)(=O)OCC (ethyl acetate). Reagents/catalysts: C1=CC=C(C=C1)P([C-]2C=CC=C2)C3=CC=CC=C3.C1=CC=C(C=C1)P([C-]2C=CC=C2)C3=CC=CC=C3.Cl[Pd]Cl.[Fe+2] (Pd(dppf)Cl2). The solvent is C1(=CC=CC=C1)C.C(C)O (toluene ethanol). Reaction conditions: temperature 110 celsius, time 2.5 hour. The product is ClC1=C(C=C2C(=CNC2=C1)C(=O)OC)C1=CC=C(C=C1)OC[C@H]1NCCC1 (methyl 6-chloro-5-{4-[(2S)-pyrrolidin-2-ylmethoxy]phenyl}-1H-indole-3-carboxylate). Isolated yield 71.2%. RXN SMILES: [Cl:1][C:2]1[CH:10]=[C:9]2[C:5]([C:6]([C:11]([O:13][CH3:14])=[O:12])=[CH:7][NH:8]2)=[CH:4][C:3]=1B1OCC(C)(C)CO1.Br[C:24]1[CH:36]=[CH:35][C:27]([O:28][CH2:29][C@@H:30]2[CH2:34][CH2:33][CH2:32][NH:31]2)=[CH:26][CH:25]=1.C(=O)([O-])[O-].[K+].[K+].C(OCC)(=O)C>C1(C)C=CC=CC=1.C(O)C.C1C=CC(P(C2C=CC=CC=2)[C-]2C=CC=C2)=CC=1.C1C=CC(P(C2C=CC=CC=2)[C-]2C=CC=C2)=CC=1.Cl[Pd]Cl.[Fe+2]>[Cl:1][C:2]1[CH:10]=[C:9]2[C:5]([C:6]([C:11]([O:13][CH3:14])=[O:12])=[CH:7][NH:8]2)=[CH:4][C:3]=1[C:24]1[CH:36]=[CH:35][C:27]([O:28][CH2:29][C@@H:30]2[CH2:34][CH2:33][CH2:32][NH:31]2)=[CH:26][CH:25]=1 |f:2.3.4,6.7,8.9.10.11|. Reported procedure: A mixture of methyl 6-chloro-5-(5,5-dimethyl-1,3,2-dioxaborinan-2-yl)-1H-indole-3-carboxylate (80 mg, 0.146 mmol), (S)-2-((4-bromophenoxy)methyl)pyrrolidine (77 mg, 0.3 mmol), 2.0M aqueous potassium carbonate (0.5 mL, 1.0 mmol), and Pd(dppf)Cl2 (10 mg, 0.01 mmol) in toluene/ethanol (1.44 mL/0.48 mL) was stirred at 110° C. for 2.5 hours. The mixture was poured into ethyl acetate and washed with water. The organic phase was dried over sodium sulfate, filtered, and concentrated to give a residue, w... Starting materials: CC(C)CC1(CC(=O)OC(C)(C)C)CCN(C(=O)OC(C)(C)C)C1=O, C[O-], C[O-], CO, CC(=O)O, [Mg+2], O. Yields the product CC(C)CC1(CC(=O)OC(C)(C)C)CCNC1=O. RXN SMILES: [C:1]([O:2][C:3](=[O:4])[N:8]1[C:9](=[O:25])[C:10]([CH2:13][C:14](=[O:15])[O:16][C:17]([CH3:18])([CH3:19])[CH3:20])([CH2:21][CH:22]([CH3:23])[CH3:24])[CH2:11][CH2:12]1)([CH3:5])([CH3:6])[CH3:7].[CH3:26][O-:27].[CH3:29][O-:30].[CH3:31][OH:32].[CH3:34][C:35](=[O:36])[OH:37].[Mg+2:28].[OH2:33]>>[NH:8]1[C:9](=[O:25])[C:10]([CH2:13][C:14](=[O:15])[O:16][C:17]([CH3:18])([CH3:19])[CH3:20])([CH2:21][CH:22]([CH3:23])[CH3:24])[CH2:11][CH2:12]1. The reactants are CCCCc1nc(C)[nH]c(=O)c1Cc1ccc(-c2ccccc2C#N)cc1, CCCCP(CCCC)CCCC, CCOC(C)=O, O=C(N=NC(=O)N1CCCCC1)N1CCCCC1, C1CCOC1, OCc1cnc(-c2ccccc2)s1. Yields the product CCCCc1nc(C)n(Cc2cnc(-c3ccccc3)s2)c(=O)c1Cc1ccc(-c2ccccc2C#N)cc1. RXN SMILES: [CH2:1]([CH2:2][CH2:3][CH3:4])[c:5]1[n:6][c:7]([CH3:27])[nH:8][c:9](=[O:26])[c:10]1[CH2:11][c:12]1[cH:13][cH:14][c:15](-[c:18]2[c:19]([C:24]#[N:25])[cH:20][cH:21][cH:22][cH:23]2)[cH:16][cH:17]1.[CH2:46]([P:47]([CH2:48][CH2:49][CH2:50][CH3:51])[CH2:52][CH2:53][CH2:54][CH3:55])[CH2:56][CH2:57][CH3:58].[CH3:72][CH2:73][O:74][C:75](=[O:76])[CH3:77].[N:28]([C:29]([N:30]1[CH2:31][CH2:32][CH2:33][CH2:34][CH2:35]1)=[O:36])=[N:37][C:38]([N:39]1[CH2:40][CH2:41][CH2:42][CH2:43][CH2:44]1)=[O:45].[O:78]1[CH2:79][CH2:80][CH2:81][CH2:82]1.[c:59]1(-[c:65]2[s:66][c:67]([CH2:70][OH:71])[cH:68][n:69]2)[cH:60][cH:61][cH:62][cH:63][cH:64]1>>[CH2:1]([CH2:2][CH2:3][CH3:4])[c:5]1[n:6][c:7]([CH3:27])[n:8]([CH2:70][c:67]2[s:66][c:65](-[c:59]3[cH:60][cH:61][cH:62][cH:63][cH:64]3)[n:69][cH:68]2)[c:9](=[O:26])[c:10]1[CH2:11][c:12]1[cH:13][cH:14][c:15](-[c:18]2[c:19]([C:24]#[N:25])[cH:20][cH:21][cH:22][cH:23]2)[cH:16][cH:17]1. The product is C(C)(C)(C)OC(CCC1=C(C=C(C=C1)O[Si](C1=CC=CC=C1)(C1=CC=CC=C1)C(C)(C)C)CO)=O (3-[4-(tert-Butyldiphenylsilanyloxy)-2-hydroxymethylphenyl]propionic acid tert-butyl ester). The reagents and catalysts are [Pd] (Pd/C). Reactants: C(C)(C)(C)OC(C=CC1=C(C=C(C=C1)O[Si](C1=CC=CC=C1)(C1=CC=CC=C1)C(C)(C)C)C=O)=O (3-[4-(tert-butyldiphenylsilanyloxy)-2-formylphenyl]acrylic acid tert-butyl ester), C1CCOC1 (THF), CO (methanol), [H][H] (hydrogen). Reaction SMILES: [C:1]([O:5][C:6](=[O:35])[CH:7]=[CH:8][C:9]1[CH:14]=[CH:13][C:12]([O:15][Si:16]([C:29]([CH3:32])([CH3:31])[CH3:30])([C:23]2[CH:28]=[CH:27][CH:26]=[CH:25][CH:24]=2)[C:17]2[CH:22]=[CH:21][CH:20]=[CH:19][CH:18]=2)=[CH:11][C:10]=1[CH:33]=[O:34])([CH3:4])([CH3:3])[CH3:2].C1COCC1.CO.[H][H]>[Pd].C(N(CC)CC)C>[C:1]([O:5][C:6](=[O:35])[CH2:7][CH2:8][C:9]1[CH:14]=[CH:13][C:12]([O:15][Si:16]([C:29]([CH3:32])([CH3:31])[CH3:30])([C:17]2[CH:18]=[CH:19][CH:20]=[CH:21][CH:22]=2)[C:23]2[CH:28]=[CH:27][CH:26]=[CH:25][CH:24]=2)=[CH:11][C:10]=1[CH2:33][OH:34])([CH3:4])([CH3:2])[CH3:3]. Solvent: C(C)N(CC)CC (Triethylamine). Reported procedure: A 500 mL Parr hydrogenation bottle was charged with 3-[4-(tert-butyldiphenylsilanyloxy)-2-formylphenyl]acrylic acid tert-butyl ester (18.3 g, 37.6 mmol), THF (60 mL), and methanol (120 mL). Triethylamine (2 mL) and then 5% Pd/C (5.9 g) were added. The mixture was shaken with hydrogen at 60 psi pressure for 48 h. The mixture was filtered through Celite and concentrated to an oil. This oil was purified using the Biotage medium pressure chromatography (EtOAc:hexanes 15:85) to a pale yellow oil (12.... Reactants: ClC1=NC=2CCCCC2C(=N1)O (2-chloro-4-hydroxy-5,6,7,8-tetrahydroquinazoline), C1NCCC2=CC=CC=C12 (1,2,3,4-tetrahydroisoquinoline). Yields the product C1N(CCC2=CC=CC=C12)C1=NC=2CCCCC2C(=N1)O (2-(1,2,3,4-tetrahydroisoquinolin-2-yl)-4-hydroxy-5,6,7,8-tetrahydroquinazoline). The yield is 26.3%. RXN SMILES: Cl[C:2]1[N:11]=[C:10]([OH:12])[C:9]2[CH2:8][CH2:7][CH2:6][CH2:5][C:4]=2[N:3]=1.[CH2:13]1[C:22]2[C:17](=[CH:18][CH:19]=[CH:20][CH:21]=2)[CH2:16][CH2:15][NH:14]1>>[CH2:13]1[C:22]2[C:17](=[CH:18][CH:19]=[CH:20][CH:21]=2)[CH2:16][CH2:15][N:14]1[C:2]1[N:11]=[C:10]([OH:12])[C:9]2[CH2:8][CH2:7][CH2:6][CH2:5][C:4]=2[N:3]=1. Reported procedure: In accordance with the same procedure as in Step 2 of Example 57, except that 2-chloro-4-hydroxy-5,6,7,8-tetrahydroquinazoline (2.0 g, 10.8 mmol) prepared in Step 1 of Example 82 and 1,2,3,4-tetrahydroisoquinoline (2.8 g, 22.4 mmol) were used as starting materials, 0.8 g of the titled compound was prepared. (Yield: 26.3%) The reactants are C(C)(C)(C)C=1N=C(C2=C(N1)N(N=N2)CC2=C(C=CC=C2)Cl)N2CCOCC2 (5-tert-Butyl-3-(2-chloro-benzyl)-7-morpholin-4-yl-3H-[1,2,3]triazolo[4,5-d]pyrimidine), C(C)(C)(C)C=1N=C(C2=C(N1)N(N=N2)CC2=C(C=CC=C2)Cl)Cl (5-tert-butyl-7-chloro-3-(2-chlorobenzyl)-3H-[1,2,3]triazolo[4,5-d]pyrimidine), CN1N=C(C=C1)C1NCCC1 (1-methyl-3-(pyrrolidin-2-yl)-1H-pyrazole). Product: C(C)(C)(C)C=1N=C(C2=C(N1)N(N=N2)CC2=C(C=CC=C2)Cl)N2C(CCC2)C2=NN(C=C2)C (5-tert-Butyl-3-(2-chloro-benzyl)-7-[2-(1-methyl-1H-pyrazol-3-yl)-pyrrolidin-1-yl]-3H-[1,2,3]triazolo[4,5-d]pyrimidine). Reaction SMILES: [C:1]([C:5]1[N:6]=[C:7]([N:22]2[CH2:27][CH2:26]O[CH2:24][CH2:23]2)[C:8]2[N:13]=[N:12][N:11]([CH2:14][C:15]3[CH:20]=[CH:19][CH:18]=[CH:17][C:16]=3[Cl:21])[C:9]=2[N:10]=1)([CH3:4])([CH3:3])[CH3:2].C(C1N=C(Cl)C2N=[N:39][N:38]([CH2:41][C:42]3[CH:47]=CC=CC=3Cl)[C:36]=2N=1)(C)(C)C.CN1C=CC(C2CCCN2)=N1>>[C:1]([C:5]1[N:6]=[C:7]([N:22]2[CH2:27][CH2:26][CH2:24][CH:23]2[C:47]2[CH:42]=[CH:41][N:38]([CH3:36])[N:39]=2)[C:8]2[N:13]=[N:12][N:11]([CH2:14][C:15]3[CH:20]=[CH:19][CH:18]=[CH:17][C:16]=3[Cl:21])[C:9]=2[N:10]=1)([CH3:4])([CH3:3])[CH3:2]. Procedure details: In analogy to the procedure described for the synthesis of 5-tert-butyl-3-(2-chlorobenzyl)-7-morpholin-4-yl-3H-[1,2,3]triazolo[4,5-d]pyrimidine (example 1, step c), the title compound was prepared from 5-tert-butyl-7-chloro-3-(2-chlorobenzyl)-3H-[1,2,3]triazolo[4,5-d]pyrimidine and 1-methyl-3-(pyrrolidin-2-yl)-1H-pyrazole. MS (m/e): 451.4